From a dataset of the Open Reaction Database (ORD), a public repository of structured organic reaction records. describe an organic reaction: reactants, conditions, products, and yield The reactants are C1OC2=CC=C(C(=C2O1)C=1C(=CC(=C(C1)OCC1=CC=CC=C1)OC)C(=O)OC)C(=O)OC (Dimethyl 5,6-methylenedioxy-4'-methoxy-5'-benzyloxy-2,2'-biphenyldicarboxylate), [H][H] (hydrogen). Reagents/catalysts: [C].[Pd] (palladium-carbon). Run in O1CCCC1 (tetrahydrofuran), CO (methanol). Yields the product C1OC2=CC=C(C(=C2O1)C=1C(=CC(=C(C1)O)OC)C(=O)OC)C(=O)OC (dimethyl 5,6-methylenedioxy-4'-methoxy-5'-hydroxy-2,2'-biphenyldicarboxylate). Isolated yield 93.5%. Reaction SMILES: [CH2:1]1[O:9][C:8]2[C:3](=[CH:4][CH:5]=[C:6]([C:30]([O:32][CH3:33])=[O:31])[C:7]=2[C:10]2[C:11]([C:26]([O:28][CH3:29])=[O:27])=[CH:12][C:13]([O:24][CH3:25])=[C:14]([O:16]CC3C=CC=CC=3)[CH:15]=2)[O:2]1.[H][H]>O1CCCC1.CO.[C].[Pd]>[CH2:1]1[O:9][C:8]2[C:3](=[CH:4][CH:5]=[C:6]([C:30]([O:32][CH3:33])=[O:31])[C:7]=2[C:10]2[C:11]([C:26]([O:28][CH3:29])=[O:27])=[CH:12][C:13]([O:24][CH3:25])=[C:14]([OH:16])[CH:15]=2)[O:2]1 |f:4.5|. Reported procedure: Dimethyl 5,6-methylenedioxy-4'-methoxy-5'-benzyloxy-2,2'-biphenyldicarboxylate (1.15 g) is dissolved in tetrahydrofuran (50 ml) and methanol (50 ml), and the solution is stirred under 40 psi hydrogen gas atmosphere in the presence of palladium-carbon (0.2 g) for 16 hours. After the reaction, the catalyst is filtered off, and the filtrate is evaporated into dryness under reduced pressure. The residue is treated with methanol to give dimethyl 5,6-methylenedioxy-4'-methoxy-5'-hydroxy-2,2'-biphenyld... Reactants: CC(NC(=O)Cc1cc(F)cc(F)c1)C(=O)O, NC1Cc2ccccc2NC1=O. The product is CC(NC(=O)Cc1cc(F)cc(F)c1)C(=O)NC1Cc2ccccc2NC1=O. As a reaction SMILES: [F:1][c:2]1[cH:3][c:4]([CH2:9][C:10](=[O:11])[NH:12][CH:13]([CH3:14])[C:15](=[O:16])[OH:17])[cH:5][c:6]([F:8])[cH:7]1.[NH2:18][CH:19]1[C:20](=[O:29])[NH:21][c:22]2[cH:23][cH:24][cH:25][cH:26][c:27]2[CH2:28]1>>[F:1][c:2]1[cH:3][c:4]([CH2:9][C:10](=[O:11])[NH:12][CH:13]([CH3:14])[C:15](=[O:17])[NH:18][CH:19]2[C:20](=[O:29])[NH:21][c:22]3[cH:23][cH:24][cH:25][cH:26][c:27]3[CH2:28]2)[cH:5][c:6]([F:8])[cH:7]1. Starting materials: CN1CCC(N2CCCCc3cc(Br)ccc32)C1, C1CCOC1, C[Si](C)(C)[N-][Si](C)(C)C, Cl, [Li+], [Na+], O=C(C=Cc1ccccc1)C=Cc1ccccc1, O=C(C=Cc1ccccc1)C=Cc1ccccc1, O=C(C=Cc1ccccc1)C=Cc1ccccc1, [OH-], [Pd], [Pd]. Product: CN1CCC(N2CCCCc3cc(N)ccc32)C1. RXN SMILES: [Br:1][c:2]1[cH:3][c:4]2[c:5]([cH:17][cH:18]1)[N:6]([CH:11]1[CH2:12][N:13]([CH3:16])[CH2:14][CH2:15]1)[CH2:7][CH2:8][CH2:9][CH2:10]2.[CH2:32]1[O:33][CH2:34][CH2:35][CH2:36]1.[CH3:20][Si:21]([N-:24][Si:22]([CH3:23])([CH3:25])[CH3:26])([CH3:27])[CH3:28].[ClH:29].[Li+:19].[Na+:31].[O:39]=[C:40]([CH:41]=[CH:42][c:43]1[cH:44][cH:45][cH:46][cH:47][cH:48]1)[CH:49]=[CH:50][c:51]1[cH:52][cH:53][cH:54][cH:55][cH:56]1.[O:57]=[C:58]([CH:59]=[CH:60][c:61]1[cH:62][cH:63][cH:64][cH:65][cH:66]1)[CH:67]=[CH:68][c:69]1[cH:70][cH:71][cH:72][cH:73][cH:74]1.[O:75]=[C:76]([CH:77]=[CH:78][c:79]1[cH:80][cH:81][cH:82][cH:83][cH:84]1)[CH:85]=[CH:86][c:87]1[cH:88][cH:89][cH:90][cH:91][cH:92]1.[OH-:30].[Pd:37].[Pd:38]>>[c:2]1([NH2:24])[cH:3][c:4]2[c:5]([cH:17][cH:18]1)[N:6]([CH:11]1[CH2:12][N:13]([CH3:16])[CH2:14][CH2:15]1)[CH2:7][CH2:8][CH2:9][CH2:10]2. Starting materials: C1(=CC=CC=C1)C(Br)C1=CC=CC=C1 (diphenyl bromomethane), C([O-])([O-])=O.[K+].[K+] (potassium carbonate), Cl.N1CCC(CC1)CCCO (3-piperidin-4-yl-propan-1-ol hydrochloride), S(=O)(=O)([O-])C1=CC=C(C)C=C1.[NH+]1=CC=CC=C1 (pyridinium tosylate), C([O-])([O-])=O.[K+].[K+] (potassium carbonate). Solvent: O1CCCC=C1 (3,4-dihydro-2H-pyrane). Run at time 2 day. The product is C1(=CC=CC=C1)C(N1CCC(CC1)CCCO)C1=CC=CC=C1 (3-(1-Diphenylmethylpiperidin-4-yl)-propan-1-ol). As a reaction SMILES: Cl.[NH:2]1[CH2:7][CH2:6][CH:5]([CH2:8][CH2:9][CH2:10][OH:11])[CH2:4][CH2:3]1.S(C1C=CC(C)=CC=1)([O-])(=O)=O.[NH+]1C=CC=CC=1.C(=O)([O-])[O-].[K+].[K+].[C:35]1([CH:41]([C:43]2[CH:48]=[CH:47][CH:46]=[CH:45][CH:44]=2)Br)[CH:40]=[CH:39][CH:38]=[CH:37][CH:36]=1>O1C=CCCC1>[C:35]1([CH:41]([C:43]2[CH:44]=[CH:45][CH:46]=[CH:47][CH:48]=2)[N:2]2[CH2:7][CH2:6][CH:5]([CH2:8][CH2:9][CH2:10][OH:11])[CH2:4][CH2:3]2)[CH:40]=[CH:39][CH:38]=[CH:37][CH:36]=1 |f:0.1,2.3,4.5.6|. Reported procedure: 20 g (111 mmol) 3-piperidin-4-yl-propan-1-ol hydrochloride are suspended in 70 ml 3,4-dihydro-2H-pyrane and added to 0.5 g pyridinium tosylate. The mixture is stirred for two days at RT. After addition of 1 g potassium carbonate, this is concentrated under vacuum to dryness. The resulting 4-[3-tetrahydropyran-2-yloxy)-propyl]-piperidine is dissolved in 90 ml acetonitrile without further purification and added to 35 g (135 mmol) diphenyl bromomethane (95%) and 29 g (210 mmol) potassium carbonate ... The reactants are N(=[N+]=[N-])C1(C2=CC(=CC=C2OC2=NC=C(C=C21)Br)I)CC(=O)OC(C)(C)C (tert-butyl 2-(5-azido-3-bromo-7-iodo-5H-chromeno[2,3-b]pyridin-5-yl)acetate), [H-].[H-].[H-].[H-].[Li+].[Al+3] (LAH). The solvent is C1CCOC1 (THF), C1CCOC1 (THF). Run at temperature 0 celsius, time 30 minute. Yields the product NC1(C2=CC(=CC=C2OC2=NC=C(C=C21)Br)I)CCO (2-(5-amino-3-bromo-7-iodo-5H-chromeno[2,3-b]pyridin-5-yl)ethanol). Isolated yield 37.4%. RXN SMILES: [N:1]([C:4]1([CH2:20][C:21](OC(C)(C)C)=[O:22])[C:17]2[C:12](=[N:13][CH:14]=[C:15]([Br:18])[CH:16]=2)[O:11][C:10]2[C:5]1=[CH:6][C:7]([I:19])=[CH:8][CH:9]=2)=[N+]=[N-].[H-].[H-].[H-].[H-].[Li+].[Al+3]>C1COCC1>[NH2:1][C:4]1([CH2:20][CH2:21][OH:22])[C:17]2[C:12](=[N:13][CH:14]=[C:15]([Br:18])[CH:16]=2)[O:11][C:10]2[C:5]1=[CH:6][C:7]([I:19])=[CH:8][CH:9]=2 |f:1.2.3.4.5.6|. Procedure details: In a 1-L flask, the tert-butyl 2-(5-azido-3-bromo-7-iodo-5H-chromeno[2,3-b]pyridin-5-yl)acetate (7.27 g, 13.38 mmol) was suspended in THF (100 mL) and the suspension was cooled to 0° C. A THF solution of LAH (1 M, 20.08 mL, 20.08 mmol) was added. After 30 min, the reaction mixture was quenched with careful addition of water (0.75 mL), 4 M aqueous NaOH (2.2 mL), and water (0.75 mL). The mixture was filtered through Celite, rinsing with THF (60 mL), then with EtOAc (150 mL). The combined filtrate ... Starting materials: C(C)OC=C(C#N)C#N (2-(ethoxymethylene)malononitrile), C(C1=CC=CC=C1)=NNC(C)C (1-benzylidene-2-isopropylhydrazine), C(CCC)[Li] (n-butyllithium), C(=O)=O (dry-ice), C(=O)=O (dry-ice). Solvent: C1CCOC1 (THF), C1CCOC1 (THF). Product: C(C1=CC=CC=C1)=NN(C(C)C)C=C(C#N)C#N (2-((2-benzylidene-1-isopropylhydrazinyl)methylene)malononitrile). Reaction SMILES: [CH:1](=[N:8][NH:9][CH:10]([CH3:12])[CH3:11])[C:2]1[CH:7]=[CH:6][CH:5]=[CH:4][CH:3]=1.C([Li])CCC.C(=O)=O.C(O[CH:24]=[C:25]([C:28]#[N:29])[C:26]#[N:27])C>C1COCC1>[CH:1](=[N:8][N:9]([CH:24]=[C:25]([C:28]#[N:29])[C:26]#[N:27])[CH:10]([CH3:12])[CH3:11])[C:2]1[CH:7]=[CH:6][CH:5]=[CH:4][CH:3]=1. Procedure: A solution of Intermediate 1-benzylidene-2-isopropylhydrazine (12.9 g, 0.079 mol) in 200 ml anhydrous THF was cooled in a dry ice/acetone bath under an argon atmosphere. To this solution was added n-butyllithium (1.6 M in hexanes, 66 ml, 0.106 mol) via syringe. Following completion of the addition, the mixture was stirred at dry-ice temperature for an additional 5 minutes. A solution of (2-(ethoxymethylene)malononitrile (13.6 g, 0.11 mol) in THF (30 ml) was added. The mixture was stirred at dry-... Starting materials: C(Br)(Br)(Br)Br (carbon tetrabromide), C1(=CC=CC=C1)P(C1=CC=CC=C1)C1=CC=CC=C1 (triphenylphosphine), C(CCCCCCCCCCC)SCCCO (3-Dodecylthiopropanol). Solvent: ClCCl (dichloromethane). Product: BrCCCSCCCCCCCCCCCC (3-bromopropyldodecyl sulfide). RXN SMILES: [CH2:1]([S:13][CH2:14][CH2:15][CH2:16]O)[CH2:2][CH2:3][CH2:4][CH2:5][CH2:6][CH2:7][CH2:8][CH2:9][CH2:10][CH2:11][CH3:12].C(Br)(Br)(Br)[Br:19].C1(P(C2C=CC=CC=2)C2C=CC=CC=2)C=CC=CC=1>ClCCl>[Br:19][CH2:16][CH2:15][CH2:14][S:13][CH2:1][CH2:2][CH2:3][CH2:4][CH2:5][CH2:6][CH2:7][CH2:8][CH2:9][CH2:10][CH2:11][CH3:12]. Reported procedure: 3-Dodecylthiopropanol (3.0 g) was dissolved in 60 ml of dichloromethane and 7.66 g of carbon tetrabromide and 5.44 g of triphenylphosphine were added thereto under ice-cooling. The mixture was stirred under ice-cooling for 15 minutes. The reaction mixture was concentrated, and the residue was extracted with hexane. The extract was concentrated and purified by silica gel column chromatography using hexane as an eluent to give 3.255 g of pale yellow, oily 3-bromopropyldodecyl sulfide. Starting materials: C(C)OC(CSC1=CN=C(S1)NC(=O)N(C1=CC2=C(OC(O2)(F)F)C=C1)CC1CCCC1)=O ({2-[3-cyclopentylmethyl-3-(2,2-difluoro-benzo[1,3]dioxol-5-yl)-ureido]-thiazol-5-ylsulfanyl}-acetic acid ethyl ester), C(C)OC(CSC1=CN=C(S1)N)=O ((2-amino-thiazol-5-ylsulfanyl)acetic acid ethyl ester), C1(CCCC1)CN(C(NC=1SC=C(N1)CC(=O)O)=O)C1=CC=C(C=C1)S(=O)(=O)C ({2-[3-cyclopentylmethyl-3-(4-methanesulfonyl-phenyl)-ureido]-thiazol-4-yl}-acetic acid), FC1(OC2=C(O1)C=CC(=C2)NCC2CCCCC2)F (2,2-difluoro-benzo[1,3]dioxol-5-yl-cyclohexylmethyl-amine). Product: C1(CCCC1)CN(C(NC=1SC(=CN1)SCC(=O)O)=O)C1=CC2=C(OC(O2)(F)F)C=C1 ({2-[3-Cyclopentylmethyl-3-(2,2-difluoro-benzo[1,3]dioxol-5-yl)-ureido]-thiazol-5-ylsulfanyl}-acetic acid). As a reaction SMILES: C([O:3][C:4](=[O:33])[CH2:5][S:6][C:7]1[S:11][C:10]([NH:12][C:13]([N:15]([CH2:27][CH:28]2[CH2:32][CH2:31][CH2:30][CH2:29]2)[C:16]2[CH:26]=[CH:25][C:19]3[O:20][C:21]([F:24])([F:23])[O:22][C:18]=3[CH:17]=2)=[O:14])=[N:9][CH:8]=1)C.C1(CN(C2C=CC(S(C)(=O)=O)=CC=2)C(=O)NC2SC=C(CC(O)=O)N=2)CCCC1.FC1(F)OC2C=CC(NCC3CCCCC3)=CC=2O1.C(OC(=O)CSC1SC(N)=NC=1)C>>[CH:28]1([CH2:27][N:15]([C:16]2[CH:26]=[CH:25][C:19]3[O:20][C:21]([F:23])([F:24])[O:22][C:18]=3[CH:17]=2)[C:13](=[O:14])[NH:12][C:10]2[S:11][C:7]([S:6][CH2:5][C:4]([OH:33])=[O:3])=[CH:8][N:9]=2)[CH2:32][CH2:31][CH2:30][CH2:29]1. Procedure: The title compound was prepared via {2-[3-cyclopentylmethyl-3-(2,2-difluoro-benzo[1,3]dioxol-5-yl)-ureido]-thiazol-5-ylsulfanyl}-acetic acid ethyl ester in a similar manner as described for the synthesis of {2-[3-cyclopentylmethyl-3-(4-methanesulfonyl-phenyl)-ureido]-thiazol-4-yl}-acetic acid, using 2,2-difluoro-benzo[1,3]dioxol-5-yl-cyclohexylmethyl-amine and (2-amino-thiazol-5-ylsulfanyl)acetic acid ethyl ester. The reactants are ClCCl, COCCl, CCN(C(C)C)C(C)C, COC(=O)Cc1ccc(-c2ccc(O)cc2)c(Cl)c1, O. Yields the product COCOc1ccc(-c2ccc(CC(=O)OC)cc2Cl)cc1. RXN SMILES: [CH2:34]([Cl:35])[Cl:36].[CH3:10][O:11][CH2:12][Cl:13].[CH:1]([N:2]([CH:3]([CH3:4])[CH3:5])[CH2:6][CH3:7])([CH3:8])[CH3:9].[Cl:14][c:15]1[c:16](-[c:26]2[cH:27][cH:28][c:29]([OH:32])[cH:30][cH:31]2)[cH:17][cH:18][c:19]([CH2:21][C:22](=[O:23])[O:24][CH3:25])[cH:20]1.[OH2:33]>>[CH3:10][O:11][CH2:12][O:32][c:29]1[cH:28][cH:27][c:26](-[c:16]2[c:15]([Cl:14])[cH:20][c:19]([CH2:21][C:22](=[O:23])[O:24][CH3:25])[cH:18][cH:17]2)[cH:31][cH:30]1. Starting materials: C(C1=CC=CC=C1)OC1=C(CO)C=CC=C1 (2-benzyloxybenzyl alcohol), S(=O)(Cl)Cl (thionyl chloride). Run in C1(=CC=CC=C1)C (toluene), O1CCCC1 (tetrahydrofuran). Reaction conditions: time 8 hour. Product: C(C1=CC=CC=C1)OC1=C(CCl)C=CC=C1 (2-benzyloxybenzyl chloride). RXN SMILES: [CH2:1]([O:8][C:9]1[CH:16]=[CH:15][CH:14]=[CH:13][C:10]=1[CH2:11]O)[C:2]1[CH:7]=[CH:6][CH:5]=[CH:4][CH:3]=1.S(Cl)([Cl:19])=O>O1CCCC1.C1(C)C=CC=CC=1>[CH2:1]([O:8][C:9]1[CH:16]=[CH:15][CH:14]=[CH:13][C:10]=1[CH2:11][Cl:19])[C:2]1[CH:7]=[CH:6][CH:5]=[CH:4][CH:3]=1. Reported procedure: The whole of the 2-benzyloxybenzyl alcohol thus obtained was dissolved in 500 ml of tetrahydrofuran, and 85 ml of thionyl chloride were added dropwise, whilst ice-cooling, to the resulting solution. The reaction mixture was then allowed to stand overnight at room temperature, after which it was concentrated by evaporation under reduced pressure to give a dark colored oil. This product was dissolved in toluene, and the solution was decolorized by treating it with silica gel for chromatography fol...